This data is from the Open Reaction Database (ORD), a public repository of structured organic reaction records. The task is: describe an organic reaction: reactants, conditions, products, and yield Starting materials: C(CCC)N(SN(C(=O)ON=CC(C)(SC)C)C)CCCC (2-methyl-2-(methylthio)propanal O-[(dibutylaminosulfenyl)(methyl)carbamoyl]-oxime), CN(SCl)C (dimethylaminosulfenyl chloride). Product: CN(SN(C(=O)ON=CC(C)(SC)C)C)C (2-Methyl-2-(methylthio)propanal O-[(dimethylaminosulfenyl)-(methyl)carbamoyl]oxime). RXN SMILES: [CH2:1]([N:5]([CH2:19]CCC)[S:6][N:7]([CH3:18])[C:8]([O:10][N:11]=[CH:12][C:13]([CH3:17])([S:15][CH3:16])[CH3:14])=[O:9])CCC.CN(C)SCl>>[CH3:19][N:5]([CH3:1])[S:6][N:7]([CH3:18])[C:8]([O:10][N:11]=[CH:12][C:13]([CH3:14])([S:15][CH3:16])[CH3:17])=[O:9]. Reported procedure: 2-Methyl-2-(methylthio)propanal O-[(dimethylaminosulfenyl)-(methyl)carbamoyl]oxime is prepared in the same manner as the compound of Example III except that dimethylaminosulfenyl chloride is used instead of dibutylaminosulfenyl chloride. Reactants: C1CCOC1, Clc1nc(Cl)c2occc2n1, COC1(CN=[N+]=[N-])CCN(c2nc(Nc3ccc4c(c3)NC(=O)C(C)(C)O4)nc3ccoc23)CC1, COC1(CN=[N+]=[N-])CCN(C(=O)OC(C)(C)C)CC1, CC1(C)Oc2ccc(N)cc2NC1=O, O, c1ccc(P(c2ccccc2)c2ccccc2)cc1. Yields the product COC1(CN)CCN(c2nc(Nc3ccc4c(c3)NC(=O)C(C)(C)O4)nc3ccoc23)CC1. Reaction SMILES: [CH2:99]1[O:100][CH2:101][CH2:102][CH2:103]1.[Cl:55][c:56]1[n:57][c:58]([Cl:59])[c:60]2[o:61][cH:62][cH:63][c:64]2[n:65]1.[N:1](=[N+:2]=[N-:3])[CH2:4][C:5]1([O:34][CH3:35])[CH2:6][CH2:7][N:8]([c:11]2[c:12]3[c:13]([n:14][c:15]([NH:17][c:18]4[cH:19][c:20]5[c:21]([cH:29][cH:30]4)[O:22][C:23]([CH3:27])([CH3:28])[C:24](=[O:26])[NH:25]5)[n:16]2)[cH:31][cH:32][o:33]3)[CH2:9][CH2:10]1.[N:36]([CH2:37][C:38]1([O:39][CH3:40])[CH2:41][CH2:42][N:43]([C:44]([O:45][C:46]([CH3:47])([CH3:48])[CH3:49])=[O:50])[CH2:51][CH2:52]1)=[N+:53]=[N-:54].[NH2:66][c:67]1[cH:68][cH:69][c:70]2[c:78]([cH:79]1)[NH:77][C:75](=[O:76])[C:72]([CH3:73])([CH3:74])[O:71]2.[OH2:104].[c:80]1([P:81]([c:82]2[cH:83][cH:84][cH:85][cH:86][cH:87]2)[c:88]2[cH:89][cH:90][cH:91][cH:92][cH:93]2)[cH:94][cH:95][cH:96][cH:97][cH:98]1>>[NH2:1][CH2:4][C:5]1([O:34][CH3:35])[CH2:6][CH2:7][N:8]([c:11]2[c:12]3[c:13]([n:14][c:15]([NH:17][c:18]4[cH:19][c:20]5[c:21]([cH:29][cH:30]4)[O:22][C:23]([CH3:27])([CH3:28])[C:24](=[O:26])[NH:25]5)[n:16]2)[cH:31][cH:32][o:33]3)[CH2:9][CH2:10]1. The reactants are C=CC1=CC=CC=C1 (styrene), FC1=CC=C(C=C)C=C1 (4-fluorostyrene), C1(=CC=CC=C1)[C@@H]1[C@@H](C1)CO ((cis-2-phenylcyclopropyl)methanol). Product: FC1=CC=C(C=C1)C1C(C1)C=O (2-(4-Fluorophenyl)cyclopropanecarbaldehyde). RXN SMILES: C=CC1C=CC=CC=1.[F:9]C1C=CC(C=C)=CC=1.[C:18]1([C@H:24]2[CH2:26][C@H:25]2[CH2:27][OH:28])[CH:23]=[CH:22][CH:21]=[CH:20][CH:19]=1>>[F:9][C:21]1[CH:22]=[CH:23][C:18]([CH:24]2[CH2:26][CH:25]2[CH:27]=[O:28])=[CH:19][CH:20]=1. Procedure: Instead of styrene, 4-fluorostyrene (10.0 g) was used and treated by the same techniques as in Reference Example 23-1(1) and (2) as well as Reference Example 19-1 to give the titled compound as a colorless oil (4.48 g). Reactants: CCOC(=O)CSc1cnc(N)s1, COCC(C)Oc1cc(OCCc2ccccc2)cc(C(=O)O)c1. The product is CCOC(=O)CSc1cnc(NC(=O)c2cc(OCCc3ccccc3)cc(OC(C)COC)c2)s1. As a reaction SMILES: [CH2:25]([CH3:26])[O:27][C:28]([CH2:29][S:30][c:31]1[cH:32][n:33][c:34]([NH2:36])[s:35]1)=[O:37].[CH3:1][O:2][CH2:3][CH:4]([O:5][c:6]1[cH:7][c:8]([C:9](=[O:10])[OH:11])[cH:12][c:13]([O:15][CH2:16][CH2:17][c:18]2[cH:19][cH:20][cH:21][cH:22][cH:23]2)[cH:14]1)[CH3:24]>>[CH3:1][O:2][CH2:3][CH:4]([O:5][c:6]1[cH:7][c:8]([C:9](=[O:11])[NH:36][c:34]2[n:33][cH:32][c:31]([S:30][CH2:29][C:28]([O:27][CH2:25][CH3:26])=[O:37])[s:35]2)[cH:12][c:13]([O:15][CH2:16][CH2:17][c:18]2[cH:19][cH:20][cH:21][cH:22][cH:23]2)[cH:14]1)[CH3:24]. Reactants: FC(C(F)F)(OC1=C(C=CC=C1)CC#N)F (2-(1,1,2,2-Tetrafluoroethoxy)phenylacetonitrile), Cl (HCl), C(C)(=O)O (acetic acid). Yields the product FC(C(F)F)(OC1=C(C=CC=C1)CC(=O)O)F (2-(1,1,2,2-tetrafluoroethoxy)phenylacetic acid). Reaction SMILES: [F:1][C:2]([F:16])([O:6][C:7]1[CH:12]=[CH:11][CH:10]=[CH:9][C:8]=1CC#N)[CH:3]([F:5])[F:4].Cl.[C:18]([OH:21])(=[O:20])[CH3:19]>>[F:1][C:2]([F:16])([O:6][C:7]1[CH:8]=[CH:9][CH:10]=[CH:11][C:12]=1[CH2:19][C:18]([OH:21])=[O:20])[CH:3]([F:4])[F:5]. Procedure: 2-(1,1,2,2-Tetrafluoroethoxy)phenylacetonitrile (0.49 g, 2.4 mmol) from Step 2 above was refluxed for 3 h in a 1:1 mixture of acetic acid and concentrated aqueous HCl. The solvents were removed under reduced pressure. The residue was partitioned between EtOAc (75 mL) and water (2×25 mL). The organic phase was separated, dried (MgSO4), filtered, and evaporated under reduced pressure to give 2-(1,1,2,2-tetrafluoroethoxy)phenylacetic acid as an amorphous solid (HPLC retention time=7.7 min (method A... The reactants are C(N)(=O)C1=COC2=C(C1=O)C=C(C(=C2)NS(=O)(=O)C)OC2=CC=CC=C2 (3-Carbamoyl-7-methylsulfonylamino-6-phenoxy-4H-1-benzopyran-4-one), S(=O)(Cl)Cl (thionyl chloride). The solvent is CN(C=O)C (N,N-dimethylformamide). Product: C(#N)C1=COC2=C(C1=O)C=C(C(=C2)NS(=O)(=O)C)OC2=CC=CC=C2 (3-cyano-7-methylsulfonylamino-6-phenoxy-4H-1-benzopyran-4-one). As a reaction SMILES: [C:1]([C:4]1[C:9](=[O:10])[C:8]2[CH:11]=[C:12]([O:20][C:21]3[CH:26]=[CH:25][CH:24]=[CH:23][CH:22]=3)[C:13]([NH:15][S:16]([CH3:19])(=[O:18])=[O:17])=[CH:14][C:7]=2[O:6][CH:5]=1)(=O)[NH2:2].S(Cl)(Cl)=O>CN(C)C=O>[C:1]([C:4]1[C:9](=[O:10])[C:8]2[CH:11]=[C:12]([O:20][C:21]3[CH:26]=[CH:25][CH:24]=[CH:23][CH:22]=3)[C:13]([NH:15][S:16]([CH3:19])(=[O:18])=[O:17])=[CH:14][C:7]=2[O:6][CH:5]=1)#[N:2]. Procedure details: 3-Carbamoyl-7-methylsulfonylamino-6-phenoxy-4H-1-benzopyran-4-one was reacted with thionyl chloride in N,N-dimethylformamide to obtain 3-cyano-7-methylsulfonylamino-6-phenoxy-4H-1-benzopyran-4-one. The properties (melting point and IR) of this compound were identical with those of the compound obtained in Example 4. Product: ClC1=C(C(=O)N2C3=C(CC4=C(C2)C=CC=C4)C=CC=C3)C=CC(=C1)N (5-(2-Chloro-4-aminobenzoyl)-6,11-dihydro-5H-dibenz[b,e]azepine). The solvent is C(C)O (ethanol). Reagents/catalysts: [Pd] (palladium-on-carbon). RXN SMILES: [Cl:1][C:2]1[CH:24]=[C:23]([N+:25]([O-])=O)[CH:22]=[CH:21][C:3]=1[C:4]([N:6]1[CH2:12][C:11]2[CH:13]=[CH:14][CH:15]=[CH:16][C:10]=2[CH2:9][C:8]2[CH:17]=[CH:18][CH:19]=[CH:20][C:7]1=2)=[O:5].NN>C(O)C.[Pd]>[Cl:1][C:2]1[CH:24]=[C:23]([NH2:25])[CH:22]=[CH:21][C:3]=1[C:4]([N:6]1[CH2:12][C:11]2[CH:13]=[CH:14][CH:15]=[CH:16][C:10]=2[CH2:9][C:8]2[CH:17]=[CH:18][CH:19]=[CH:20][C:7]1=2)=[O:5]. Isolated yield 46.5%. Procedure details: A mixture of 1.40 g of 5-(2-chloro-4-nitrobenzoyl)-6,11-dihydro-5H-dibenz[b,e]azepine, 0.20 g of 10% palladium-on-carbon, 0.25 g of anhydrous hydrazine in 25 ml of absolute ethanol is heated at reflux for 1 hour. The mixture is filtered through diatomaceous earth and the filtrate evaporated in vacuo to a residue which is dissolved in methylene chloride and hexane added at the boil to give 0.60 g of the desired product as a crystalline solid, m.p. 158°-161° C. The reactants are ClC1=C(C(=O)N2C3=C(CC4=C(C2)C=CC=C4)C=CC=C3)C=CC(=C1)[N+](=O)[O-] (5-(2-chloro-4-nitrobenzoyl)-6,11-dihydro-5H-dibenz[b,e]azepine), NN (hydrazine). The reactants are O=C([O-])O, CC(C)(C)OC(=O)c1ccc(B2OC(C)(C)C(C)(C)O2)cc1NC(=O)c1ccccc1, Cc1ccccc1, CCO, [Na+], O, Oc1ccc(Br)cc1Cl, [Pd], c1ccc(P(c2ccccc2)c2ccccc2)cc1, c1ccc(P(c2ccccc2)c2ccccc2)cc1, c1ccc(P(c2ccccc2)c2ccccc2)cc1, c1ccc(P(c2ccccc2)c2ccccc2)cc1. Product: CC(C)(C)OC(=O)c1ccc(-c2ccc(O)c(Cl)c2)cc1NC(=O)c1ccccc1. As a reaction SMILES: [C:10](=[O:11])([O-:12])[OH:13].[C:18]([c:19]1[cH:20][cH:21][cH:22][cH:23][cH:24]1)(=[O:25])[NH:26][c:27]1[c:28]([C:29](=[O:30])[O:31][C:32]([CH3:33])([CH3:34])[CH3:35])[cH:36][cH:37][c:38]([B:40]2[O:41][C:42]([CH3:43])([CH3:44])[C:45]([CH3:46])([CH3:47])[O:48]2)[cH:39]1.[CH3:126][c:127]1[cH:128][cH:129][cH:130][cH:131][cH:132]1.[CH3:15][CH2:16][OH:17].[Na+:14].[OH2:133].[OH:1][c:2]1[cH:3][cH:4][c:5]([Br:6])[cH:7][c:8]1[Cl:9].[Pd:49].[c:107]1([P:108]([c:109]2[cH:110][cH:111][cH:112][cH:113][cH:114]2)[c:115]2[cH:116][cH:117][cH:118][cH:119][cH:120]2)[cH:121][cH:122][cH:123][cH:124][cH:125]1.[c:50]1([P:51]([c:52]2[cH:53][cH:54][cH:55][cH:56][cH:57]2)[c:58]2[cH:59][cH:60][cH:61][cH:62][cH:63]2)[cH:64][cH:65][cH:66][cH:67][cH:68]1.[c:69]1([P:70]([c:71]2[cH:72][cH:73][cH:74][cH:75][cH:76]2)[c:77]2[cH:78][cH:79][cH:80][cH:81][cH:82]2)[cH:83][cH:84][cH:85][cH:86][cH:87]1.[c:88]1([P:89]([c:90]2[cH:91][cH:92][cH:93][cH:94][cH:95]2)[c:96]2[cH:97][cH:98][cH:99][cH:100][cH:101]2)[cH:102][cH:103][cH:104][cH:105][cH:106]1>>[OH:1][c:2]1[cH:3][cH:4][c:5](-[c:38]2[cH:37][cH:36][c:28]([C:29](=[O:30])[O:31][C:32]([CH3:33])([CH3:34])[CH3:35])[c:27]([NH:26][C:18]([c:19]3[cH:20][cH:21][cH:22][cH:23][cH:24]3)=[O:25])[cH:39]2)[cH:7][c:8]1[Cl:9]. Reactants: BrB(Br)Br, O=C([O-])O, C1=CCCCC1, ClCCl, COc1ccc(S(=O)(=O)N2c3ccccc3-c3ccc(F)cc3C2C)cc1, [Na+]. The product is CC1c2cc(F)ccc2-c2ccccc2N1S(=O)(=O)c1ccc(O)cc1. Reaction SMILES: [B:34]([Br:35])([Br:36])[Br:37].[C:38](=[O:39])([OH:40])[O-:41].[CH2:28]1[CH2:29][CH:30]=[CH:31][CH2:32][CH2:33]1.[Cl:43][CH2:44][Cl:45].[F:1][c:2]1[cH:3][c:4]2[c:13]([cH:14][cH:15]1)-[c:12]1[c:7]([cH:8][cH:9][cH:10][cH:11]1)[N:6]([S:16](=[O:17])(=[O:18])[c:19]1[cH:20][cH:21][c:22]([O:25][CH3:26])[cH:23][cH:24]1)[CH:5]2[CH3:27].[Na+:42]>>[F:1][c:2]1[cH:3][c:4]2[c:13]([cH:14][cH:15]1)-[c:12]1[c:7]([cH:8][cH:9][cH:10][cH:11]1)[N:6]([S:16](=[O:17])(=[O:18])[c:19]1[cH:20][cH:21][c:22]([OH:25])[cH:23][cH:24]1)[CH:5]2[CH3:27].